From a dataset of the Open Reaction Database (ORD), a public repository of structured organic reaction records. describe an organic reaction: reactants, conditions, products, and yield The reactants are FC1=CC=C(C(=O)Cl)C=C1 (4-Fluorobenzoyl chloride), O(C1=CC=CC=C1)CC=1OC=2CNCCC2N1 (4,5,6,7-tetrahydro-2-(phenoxymethyl)-oxazolo[5,4-c]pyridine), TEA. The solvent is C(Cl)Cl (DCM), C(=O)(O)[O-].[Na+] (NaHCO3). Run at time 15 minute. The product is FC1=CC=C(C(=O)N2CC3=C(CC2)N=C(O3)COC3=CC=CC=C3)C=C1 (5-(4-fluorobenzoyl)-4,5,6,7-tetrahydro-2-(phenoxymethyl)-oxazolo[5,4-c]pyridine). The yield is 66.2%. As a reaction SMILES: [F:1][C:2]1[CH:10]=[CH:9][C:5]([C:6](Cl)=[O:7])=[CH:4][CH:3]=1.[O:11]([CH2:18][C:19]1[O:20][C:21]2[CH2:22][NH:23][CH2:24][CH2:25][C:26]=2[N:27]=1)[C:12]1[CH:17]=[CH:16][CH:15]=[CH:14][CH:13]=1>C(Cl)Cl.C([O-])(O)=O.[Na+]>[F:1][C:2]1[CH:10]=[CH:9][C:5]([C:6]([N:23]2[CH2:24][CH2:25][C:26]3[N:27]=[C:19]([CH2:18][O:11][C:12]4[CH:17]=[CH:16][CH:15]=[CH:14][CH:13]=4)[O:20][C:21]=3[CH2:22]2)=[O:7])=[CH:4][CH:3]=1 |f:3.4|. Procedure details: 4-Fluorobenzoyl chloride (0.25 mL, 2.12 mmol) was added dropwise to a stirred solution of 4,5,6,7-tetrahydro-2-(phenoxymethyl)-oxazolo[5,4-c]pyridine (0.37 g, 1.63 mmol) and TEA (0.34 mL, 2.44 mmol) in DCM (8.15 mL) at 0° C. The reaction mixture was stirred at room temperature for 15 minutes and then diluted with a saturated solution of NaHCO3. The organic layer was separated, dried (Na2SO4), filtered and the solvent evaporated in vacuo. The crude product was purified by flash column chromatogra...